The task is: describe an organic reaction: reactants, conditions, products, and yield. This data is from the Open Reaction Database (ORD), a public repository of structured organic reaction records. The reactants are FC(OC1=CC=C(C=C1)C=1C=CC2=C(C(=NO2)OCC(=O)OC(C)(C)C)C1)(F)F (tert-Butyl 2-((5-(4-(trifluoromethoxy)phenyl)benzo[d]isoxazol-3-yl)oxy)acetate), FC(C(=O)O)(F)F (trifluoroacetic acid). Solvent: ClCCl (dichloromethane). Run at time 3 hour. Product: FC(OC1=CC=C(C=C1)C=1C=CC2=C(C(=NO2)OCC(=O)O)C1)(F)F (2-((5-(4-(trifluoromethoxy)phenyl)benzo[d]isoxazol-3-yl)oxy)acetic acid). Isolated yield 64.7%. RXN SMILES: [F:1][C:2]([F:29])([F:28])[O:3][C:4]1[CH:9]=[CH:8][C:7]([C:10]2[CH:11]=[CH:12][C:13]3[O:17][N:16]=[C:15]([O:18][CH2:19][C:20]([O:22]C(C)(C)C)=[O:21])[C:14]=3[CH:27]=2)=[CH:6][CH:5]=1.FC(F)(F)C(O)=O>ClCCl>[F:29][C:2]([F:1])([F:28])[O:3][C:4]1[CH:9]=[CH:8][C:7]([C:10]2[CH:11]=[CH:12][C:13]3[O:17][N:16]=[C:15]([O:18][CH2:19][C:20]([OH:22])=[O:21])[C:14]=3[CH:27]=2)=[CH:6][CH:5]=1. Procedure details: tert-Butyl 2-((5-(4-(trifluoromethoxy)phenyl)benzo[d]isoxazol-3-yl)oxy)acetate (285 mg, 0.70 mmol) was dissolved in 5 mL dichloromethane. 2 mL trifluoroacetic acid was added and the mixture was stirred at ambient temperature for 3 hours. Volatiles were evaporated under vacuum and the residue was crystallized from ethyl acetate/hexane to give 2-((5-(4-(trifluoromethoxy)phenyl)benzo[d]isoxazol-3-yl)oxy)acetic acid (160 mg, 0.453 mmol). The reactants are O(C1=CC=CC=C1)C(C(=O)O)CC ((2RS)-2-phenoxybutyric acid), [Si](C)(C)(C(C)(C)C)O[C@@H]1C=C2C=C[C@@H]([C@@H]([C@H]2[C@H](C1)O)CC[C@@H]1C[C@H](CC(O1)=O)O[Si](C)(C)C(C)(C)C)C ((4R,6R)-6-{(1S,2S,6S,8S,8aR)-2-[1,2,6,7,8,8a-hexahydro-6-t-butyldimethylsilyloxy-8-hydroxy-2-methyl-1-naphthyl]ethyl}tetrahydro-4-t-butyldimethylsilyloxy-2H-pyran-2-one). Yields the product [Si](C)(C)(C(C)(C)C)O[C@@H]1C=C2C=C[C@@H]([C@@H]([C@H]2[C@H](C1)OC(C(CC)OC1=CC=CC=C1)=O)CC[C@@H]1C[C@H](CC(O1)=O)O[Si](C)(C)C(C)(C)C)C ((4R,6R)-6-([1S,2S,6S,8S,8aR]-2-{1,2,6,7,8,8a-Hexahydro-6-t-butyldimethylsilyloxy-8-[(2RS)-2-phenoxybutyryloxy]-2-methyl-1-naphthyl}ethyl)tetrahydro-4-t-butyldimethylsilyloxy-2H-pyran-2-one). Yield: 92.7%. Reaction SMILES: [O:1]([CH:8]([CH2:12][CH3:13])[C:9]([OH:11])=[O:10])[C:2]1[CH:7]=[CH:6][CH:5]=[CH:4][CH:3]=1.[Si:14]([O:21][C@H:22]1[CH2:31][C@H:30](O)[C@H:29]2[C:24]([CH:25]=[CH:26][C@H:27]([CH3:50])[C@@H:28]2[CH2:33][CH2:34][C@H:35]2[O:40][C:39](=[O:41])[CH2:38][C@H:37]([O:42][Si:43]([C:46]([CH3:49])([CH3:48])[CH3:47])([CH3:45])[CH3:44])[CH2:36]2)=[CH:23]1)([C:17]([CH3:20])([CH3:19])[CH3:18])([CH3:16])[CH3:15]>>[Si:14]([O:21][C@H:22]1[CH2:31][C@H:30]([O:10][C:9](=[O:11])[CH:8]([O:1][C:2]2[CH:7]=[CH:6][CH:5]=[CH:4][CH:3]=2)[CH2:12][CH3:13])[C@H:29]2[C:24]([CH:25]=[CH:26][C@H:27]([CH3:50])[C@@H:28]2[CH2:33][CH2:34][C@H:35]2[O:40][C:39](=[O:41])[CH2:38][C@H:37]([O:42][Si:43]([C:46]([CH3:49])([CH3:48])[CH3:47])([CH3:44])[CH3:45])[CH2:36]2)=[CH:23]1)([C:17]([CH3:18])([CH3:19])[CH3:20])([CH3:16])[CH3:15]. Procedure: A procedure similar to that described in Example 10, above, was followed, but using 0.66 g of (2RS)-2-phenoxybutyric acid and 1.0 g of (4R,6R)-6-{(1S,2S,6S,8S,8aR)-2-[1,2,6,7,8,8a-hexahydro-6-t-butyldimethylsilyloxy-8-hydroxy-2-methyl-1-naphthyl]ethyl}tetrahydro-4-t-butyldimethylsilyloxy-2H-pyran-2-one [prepared as describe in Example B, above], to give 1.20 g of the title compound as a colorless foam. Product: COc1nc(N2CCC(C(=O)NCc3ccccc3C(F)(F)F)CC2)nc(N2CCN(C)CC2)n1. The reactants are C[O-], CN1CCN(c2nc(Cl)nc(N3CCC(C(=O)NCc4ccccc4C(F)(F)F)CC3)n2)CC1, [Na+]. As a reaction SMILES: [CH3:35][O-:36].[Cl:1][c:2]1[n:3][c:4]([N:15]2[CH2:16][CH2:17][CH:18]([C:21](=[O:22])[NH:23][CH2:24][c:25]3[c:26]([C:31]([F:32])([F:33])[F:34])[cH:27][cH:28][cH:29][cH:30]3)[CH2:19][CH2:20]2)[n:5][c:6]([N:8]2[CH2:9][CH2:10][N:11]([CH3:14])[CH2:12][CH2:13]2)[n:7]1.[Na+:37]>>[c:2]1([O:36][CH3:35])[n:3][c:4]([N:15]2[CH2:16][CH2:17][CH:18]([C:21](=[O:22])[NH:23][CH2:24][c:25]3[c:26]([C:31]([F:32])([F:33])[F:34])[cH:27][cH:28][cH:29][cH:30]3)[CH2:19][CH2:20]2)[n:5][c:6]([N:8]2[CH2:9][CH2:10][N:11]([CH3:14])[CH2:12][CH2:13]2)[n:7]1.